Dataset: the Open Reaction Database (ORD), a public repository of structured organic reaction records. Task: describe an organic reaction: reactants, conditions, products, and yield Reactants: COc1cnc(CCl)c(Cl)n1, [K+], [K+], O=C([O-])[O-], CN(C)C=O, c1cnc(-c2ncc[nH]2)nc1. Product: COc1cnc(Cn2ccnc2-c2ncccn2)c(Cl)n1. RXN SMILES: [Cl:1][c:2]1[c:3]([CH2:10][Cl:11])[n:4][cH:5][c:6]([O:8][CH3:9])[n:7]1.[K+:23].[K+:24].[O-:25][C:26]([O-:27])=[O:28].[O:29]=[CH:30][N:31]([CH3:32])[CH3:33].[nH:12]1[c:13](-[c:17]2[n:18][cH:19][cH:20][cH:21][n:22]2)[n:14][cH:15][cH:16]1>>[Cl:1][c:2]1[c:3]([CH2:10][n:12]2[c:13](-[c:17]3[n:18][cH:19][cH:20][cH:21][n:22]3)[n:14][cH:15][cH:16]2)[n:4][cH:5][c:6]([O:8][CH3:9])[n:7]1. The reactants are COC(=O)C=1C(N=C(NC1CBr)C=1SC=CN1)C1=C(C=C(C=C1)F)Cl (6-bromomethyl-4-(2-chloro-4-fluoro-phenyl)-2-thiazol-2-yl-1,4-dihydro-pyrimidine-5-carboxylic acid methyl ester), FC1(C[C@H](NC1)C(=O)O)F ((S)-4,4-difluoro-pyrrolidine-2-carboxylic acid), CCN(C(C)C)C(C)C (DIPEA). Solvent: CCOC(=O)C (EtOAc), ClCCCl (1,2-dichloroethane). Yields the product COC(=O)C=1C(N=C(NC1CN1[C@@H](CC(C1)(F)F)C(=O)O)C=1SC=CN1)C1=C(C=C(C=C1)F)Cl (6-((S)-2-carboxy-4,4-difluoro-pyrrolidin-1-ylmethyl)-4-(2-chloro-4-fluoro-phenyl)-2-thiazol-2-yl-1,4-dihydro-pyrimidine-5-carboxylic acid methyl ester). As a reaction SMILES: [CH3:1][O:2][C:3]([C:5]1[CH:6]([C:18]2[CH:23]=[CH:22][C:21]([F:24])=[CH:20][C:19]=2[Cl:25])[N:7]=[C:8]([C:13]2[S:14][CH:15]=[CH:16][N:17]=2)[NH:9][C:10]=1[CH2:11]Br)=[O:4].[F:26][C:27]1([F:35])[CH2:31][NH:30][C@H:29]([C:32]([OH:34])=[O:33])[CH2:28]1.CCN(C(C)C)C(C)C>ClCCCl.CCOC(C)=O>[CH3:1][O:2][C:3]([C:5]1[CH:6]([C:18]2[CH:23]=[CH:22][C:21]([F:24])=[CH:20][C:19]=2[Cl:25])[N:7]=[C:8]([C:13]2[S:14][CH:15]=[CH:16][N:17]=2)[NH:9][C:10]=1[CH2:11][N:30]1[CH2:31][C:27]([F:35])([F:26])[CH2:28][C@H:29]1[C:32]([OH:34])=[O:33])=[O:4]. Procedure details: To a stirred solution of 6-bromomethyl-4-(2-chloro-4-fluoro-phenyl)-2-thiazol-2-yl-1,4-dihydro-pyrimidine-5-carboxylic acid methyl ester (0.049 g, 0.11 mmol) and (S)-4,4-difluoro-pyrrolidine-2-carboxylic acid (0.044 g, 0.17 mmol) in 1,2-dichloroethane (5 mL) was added dropwise DIPEA (0.078 mL, 0.45 mmol). The reaction mixture was stirred at room temperature until the disappearance of starting material which was checked by LC/MS. The mixture was diluted with EtOAc (50 mL) and washed successively ... Starting materials: BrC1=C2CCOC(C2=CC=C1)CO ((5-bromo-3,4-dihydro-1H-isochromen-1-yl)methanol), CN(C)CCN(C)C (TMEDA), Pd(dba)3. Reagents/catalysts: [C-]#N.[C-]#N.[Zn+2] (Zn(CN)2). The solvent is CN(C)C=O (DMF). The product is OCC1OCCC=2C(=CC=CC12)C#N (1-(hydroxymethyl)-3,4-dihydro-1H-isochromene-5-carbonitrile). As a reaction SMILES: Br[C:2]1[CH:11]=[CH:10][CH:9]=[C:8]2[C:3]=1[CH2:4][CH2:5][O:6][CH:7]2[CH2:12][OH:13].[CH3:14][N:15](CCN(C)C)C>CN(C=O)C.[C-]#N.[C-]#N.[Zn+2]>[OH:13][CH2:12][CH:7]1[C:8]2[CH:9]=[CH:10][CH:11]=[C:2]([C:14]#[N:15])[C:3]=2[CH2:4][CH2:5][O:6]1 |f:3.4.5|. Procedure details: A mixture of (5-bromo-3,4-dihydro-1H-isochromen-1-yl)methanol (390 mg, 1.6 mmol), Zn(CN)2 (113 mg, 0.960 mmol), TMEDA (0.37 mg), xantphose (4.6 mg) and Pd(dba)3 (2.6 mg) in anhydrous DMF was microwaved 10 min at 100° C. The reaction was quenched with water and extracted with EtOAc. The organic layer was washed with brine, dried and concentrated. The residue was purified with prep-HPLC to give 1-(hydroxymethyl)-3,4-dihydro-1H-isochromene-5-carbonitrile. 1H-NMR (400 MHz, CDCl3) δ: 7.49˜7.50 (m, 1H... Starting materials: C1(CCCC1)OC(C(CC1=CC=C(C=C1)OCCC1N(C(N(C1)CC1=CC=C(C=C1)C(F)(F)F)=O)C)OC1CCCC1)=O (2-cyclopentyloxy-3-(4-{2-[3-methyl-2-oxo-1-(4-trifluoromethyl-benzyl)-imidazolidin-4-yl]-ethoxy}-phenyl)-propionic acid cyclopentyl ester), [OH-].[Na+] (NaOH). The solvent is C(C)O (ethanol). Conditions: time 3 hour. Product: C1(CCCC1)OC(C(=O)O)CC1=CC=C(C=C1)OCCC1N(C(N(C1)CC1=CC=C(C=C1)C(F)(F)F)=O)C (2-cyclopentyloxy-3-(4-{2-[3-methyl-2-oxo-1-(4-trifluoromethyl-benzyl)-imidazolidin-4-yl]-ethoxy}-phenyl)-propionic acid). RXN SMILES: C1([O:6][C:7](=[O:43])[CH:8]([O:37][CH:38]2[CH2:42][CH2:41][CH2:40][CH2:39]2)[CH2:9][C:10]2[CH:15]=[CH:14][C:13]([O:16][CH2:17][CH2:18][CH:19]3[CH2:23][N:22]([CH2:24][C:25]4[CH:30]=[CH:29][C:28]([C:31]([F:34])([F:33])[F:32])=[CH:27][CH:26]=4)[C:21](=[O:35])[N:20]3[CH3:36])=[CH:12][CH:11]=2)CCCC1.[OH-].[Na+]>C(O)C>[CH:38]1([O:37][CH:8]([CH2:9][C:10]2[CH:15]=[CH:14][C:13]([O:16][CH2:17][CH2:18][CH:19]3[CH2:23][N:22]([CH2:24][C:25]4[CH:26]=[CH:27][C:28]([C:31]([F:34])([F:32])[F:33])=[CH:29][CH:30]=4)[C:21](=[O:35])[N:20]3[CH3:36])=[CH:12][CH:11]=2)[C:7]([OH:43])=[O:6])[CH2:42][CH2:41][CH2:40][CH2:39]1 |f:1.2|. Reported procedure: A solution of 2-cyclopentyloxy-3-(4-{2-[3-methyl-2-oxo-1-(4-trifluoromethyl-benzyl)-imidazolidin-4-yl]-ethoxy}-phenyl)-propionic acid cyclopentyl ester (0.108 g, 0.179 mmol) in ethanol (10 mL) was treated with aqueous 5 N NaOH (1 mL) and stirred at room temperature for 3 h. The solvent removed in vacuo. The resultant residue was acidified with aqueous 1 N HCl (10 mL) and extracted with CH2Cl2. The organic layer was dried (Na2SO4) and the solvent removed in vacuo to afford 0.106 g of crude acid t... The reactants are CC(C)(C)P(C(C)(C)C)C(C)(C)C, C=C[Sn](CCCC)(CCCC)CCCC, COCCCOc1cc(COC2CN(C(=O)OC(C)(C)C)CCC2c2ccc(OCCCOCc3ccccc3OC)cc2)ccc1Cl, [Cs+], [F-], [Na+], C1COCCO1, O=C([O-])O. Yields the product C=Cc1ccc(COC2CN(C(=O)OC(C)(C)C)CCC2c2ccc(OCCCOCc3ccccc3OC)cc2)cc1OCCCOC. As a reaction SMILES: [C:66]([P:67]([C:68]([CH3:69])([CH3:70])[CH3:71])[C:72]([CH3:73])([CH3:74])[CH3:75])([CH3:76])([CH3:77])[CH3:78].[CH:51](=[CH2:52])[Sn:53]([CH2:54][CH2:55][CH2:56][CH3:57])([CH2:58][CH2:59][CH2:60][CH3:61])[CH2:62][CH2:63][CH2:64][CH3:65].[Cl:1][c:2]1[c:3]([O:43][CH2:44][CH2:45][CH2:46][O:47][CH3:48])[cH:4][c:5]([CH2:6][O:7][CH:8]2[CH2:9][N:10]([C:34](=[O:35])[O:36][C:37]([CH3:38])([CH3:39])[CH3:40])[CH2:11][CH2:12][CH:13]2[c:14]2[cH:15][cH:16][c:17]([O:20][CH2:21][CH2:22][CH2:23][O:24][CH2:25][c:26]3[c:27]([O:32][CH3:33])[cH:28][cH:29][cH:30][cH:31]3)[cH:18][cH:19]2)[cH:41][cH:42]1.[Cs+:50].[F-:49].[Na+:79].[O:84]1[CH2:85][CH2:86][O:87][CH2:88][CH2:89]1.[OH:80][C:81](=[O:82])[O-:83]>>[c:2]1([CH:51]=[CH2:52])[c:3]([O:43][CH2:44][CH2:45][CH2:46][O:47][CH3:48])[cH:4][c:5]([CH2:6][O:7][CH:8]2[CH2:9][N:10]([C:34](=[O:35])[O:36][C:37]([CH3:38])([CH3:39])[CH3:40])[CH2:11][CH2:12][CH:13]2[c:14]2[cH:15][cH:16][c:17]([O:20][CH2:21][CH2:22][CH2:23][O:24][CH2:25][c:26]3[c:27]([O:32][CH3:33])[cH:28][cH:29][cH:30][cH:31]3)[cH:18][cH:19]2)[cH:41][cH:42]1. The reactants are Cl.C(C)(C)(C)OC(N[C@@H](C1CCCCC1)C(NCC1CCN(CC1)C(N)=N)=O)=O ((S)-{[(1-Carbamimidoyl-piperidin-4-ylmethyl)-carbamoyl]-cyclohexyl-methyl}-carbamic acid tert-butyl ester hydrochloric acid salt), FC(C(=O)O)(F)F (trifluoroacetic acid). RXN SMILES: Cl.C(OC(=O)[NH:8][C@H:9]([C:16](=[O:28])[NH:17][CH2:18][CH:19]1[CH2:24][CH2:23][N:22]([C:25](=[NH:27])[NH2:26])[CH2:21][CH2:20]1)[CH:10]1[CH2:15][CH2:14][CH2:13][CH2:12][CH2:11]1)(C)(C)C.[F:30][C:31]([F:36])([F:35])[C:32]([OH:34])=[O:33]>>[F:30][C:31]([F:36])([F:35])[C:32]([OH:34])=[O:33].[NH2:8][C@@H:9]([CH:10]1[CH2:15][CH2:14][CH2:13][CH2:12][CH2:11]1)[C:16]([NH:17][CH2:18][CH:19]1[CH2:24][CH2:23][N:22]([C:25](=[NH:26])[NH2:27])[CH2:21][CH2:20]1)=[O:28] |f:0.1,3.4|. Reported procedure: A solution of (S)-{[(1-Carbamimidoyl-piperidin-4-ylmethyl)-carbamoyl]-cyclohexyl-methyl}-carbamic acid tert-butyl ester hydrochloric acid salt (20.0 g, 46.3 mmol) in trifluoroacetic acid (100 ml) was stirred for 12 hours at room temperature. The reaction mixture was evaporated and the residue was purified by Sephadex LH20 employing n-butanol (17): glacial acetic acid (1): water (2) as eluent. Pure fractions were combined to give the desired products. MS m/z: 296.2 (M+H)+. Yields the product FC(C(=O)O)(F)F.N[C@H](C(=O)NCC1CCN(CC1)C(N)=N)C1CCCCC1 ((S)-2-Amino-N-(1-carbamimidoyl-piperidin-4-ylmethyl)-2-cyclohexyl-acetamide trifluoroactic acid salt).